From a dataset of the Open Reaction Database (ORD), a public repository of structured organic reaction records. describe an organic reaction: reactants, conditions, products, and yield Reaction SMILES: [CH3:22][CH2:23][OH:24].[N+:1](=[O:2])([O-:3])[c:4]1[c:5]([NH:6][CH2:7][CH2:8][S:9][C:10]#[N:11])[c:12]([N+:19](=[O:20])[O-:21])[cH:13][c:14]([N+:16](=[O:17])[O-:18])[cH:15]1>>[N+:1](=[O:2])([O-:3])[c:4]1[c:5]([N:6]2[CH2:7][CH2:8][S:9][C:10]2=[NH:11])[c:12]([N+:19](=[O:20])[O-:21])[cH:13][c:14]([N+:16](=[O:17])[O-:18])[cH:15]1. The product is N=C1SCCN1c1c([N+](=O)[O-])cc([N+](=O)[O-])cc1[N+](=O)[O-]. The reactants are CCO, N#CSCCNc1c([N+](=O)[O-])cc([N+](=O)[O-])cc1[N+](=O)[O-]. Starting materials: [Br-], C[Mg+], O=C1CN(S(=O)(=O)CC2CCC(c3cc(F)ccc3F)(S(=O)(=O)c3ccc(Cl)cc3)CC2)C1, C1CCOC1. Product: CC1(O)CN(S(=O)(=O)CC2CCC(c3cc(F)ccc3F)(S(=O)(=O)c3ccc(Cl)cc3)CC2)C1. Reaction SMILES: [Br-:34].[CH3:35][Mg+:36].[Cl:1][c:2]1[cH:3][cH:4][c:5]([S:8](=[O:9])(=[O:10])[C:11]2([c:26]3[c:27]([F:33])[cH:28][cH:29][c:30]([F:32])[cH:31]3)[CH2:12][CH2:13][CH:14]([CH2:17][S:18](=[O:19])(=[O:20])[N:21]3[CH2:22][C:23](=[O:25])[CH2:24]3)[CH2:15][CH2:16]2)[cH:6][cH:7]1.[O:37]1[CH2:38][CH2:39][CH2:40][CH2:41]1>>[Cl:1][c:2]1[cH:3][cH:4][c:5]([S:8](=[O:9])(=[O:10])[C:11]2([c:26]3[c:27]([F:33])[cH:28][cH:29][c:30]([F:32])[cH:31]3)[CH2:12][CH2:13][CH:14]([CH2:17][S:18](=[O:19])(=[O:20])[N:21]3[CH2:22][C:23]([OH:25])([CH3:35])[CH2:24]3)[CH2:15][CH2:16]2)[cH:6][cH:7]1. The reactants are Cl (hydrochloric acid), C(=O)(OCC1=CC=CC=C1)NCCCC[C@@H](C(=O)OC)NC1C(N(C2=C(CCC1)C=CC=C2)CC(=O)OCC)=O (3-[(5-carbobenzyloxyamino-1-(S)-methoxycarbonylpentyl)amino]-1-ethoxycarbonylmethyl-3,4,5,6-tetrahydro-1-benzazocin-2-(1H)-one), [OH-].[Na+] (sodium hydroxide). Run in CO (methanol), O (water). Reaction conditions: time 2 hour. Product: C(C1=CC=CC=C1)OC(=O)NCCCC[C@@H](C(=O)O)NC1C(N(C2=C(CCC1)C=CC=C2)CC(=O)O)=O (3-[(5-benzyloxycarbonylamino-1-(S)-carboxypentyl)amino]-1-carboxymethyl-3,4,5,6-tetrahydro-1-benzazocin-2-(1H)-one). RXN SMILES: [C:1]([NH:11][CH2:12][CH2:13][CH2:14][CH2:15][C@H:16]([NH:21][CH:22]1[CH2:29][CH2:28][CH2:27][C:26]2[CH:30]=[CH:31][CH:32]=[CH:33][C:25]=2[N:24]([CH2:34][C:35]([O:37]CC)=[O:36])[C:23]1=[O:40])[C:17]([O:19]C)=[O:18])([O:3][CH2:4][C:5]1[CH:10]=[CH:9][CH:8]=[CH:7][CH:6]=1)=[O:2].[OH-].[Na+].Cl>CO.O>[CH2:4]([O:3][C:1]([NH:11][CH2:12][CH2:13][CH2:14][CH2:15][C@H:16]([NH:21][CH:22]1[CH2:29][CH2:28][CH2:27][C:26]2[CH:30]=[CH:31][CH:32]=[CH:33][C:25]=2[N:24]([CH2:34][C:35]([OH:37])=[O:36])[C:23]1=[O:40])[C:17]([OH:19])=[O:18])=[O:2])[C:5]1[CH:10]=[CH:9][CH:8]=[CH:7][CH:6]=1 |f:1.2|. Procedure: A solution of 3-[(5-carbobenzyloxyamino-1-(S)-methoxycarbonylpentyl)amino]-1-ethoxycarbonylmethyl-3,4,5,6-tetrahydro-1-benzazocin-2-(1H)-one (isomer B) (3.2 g) in methanol (20 ml) is added to a solution of sodium hydroxide (1.0 g) in water (3 ml). The reaction mixture is stirred at room temperature for 2 hours then acidified by the addition of 2N hydrochloric acid. The solution is evaporated under reduced pressure to give 3-[(5-benzyloxycarbonylamino-1-(S)-carboxypentyl)amino]-1-carboxymethyl-3,...